Dataset: the Open Reaction Database (ORD), a public repository of structured organic reaction records. Task: describe an organic reaction: reactants, conditions, products, and yield Starting materials: ClC1=C(C2=C(CCN(CC2)C(C(F)(F)F)=O)C=C1)O (7-chloro-6-hydroxy-3-(2,2,2-trifluoroacetyl)-2,3,4,5-tetrahydro-1H-benzo[d]azepine), CN(C(=S)Cl)C (dimethylthiocarbamoyl chloride), C(=O)([O-])[O-].[K+].[K+] (K2CO3), CN(C(=S)Cl)C (dimethylthiocarbamoyl chloride). Reagents/catalysts: CN(C(=S)Cl)C (dimethylthiocarbamoyl chloride). The solvent is O (water), CC(=O)C (acetone), O (water), O (water). Reaction conditions: time 1.25 hour. Product: ClC1=C(C2=C(CCN(CC2)C(C(F)(F)F)=O)C=C1)OC(N(C)C)=S (7-Chloro-6-dimethylthiocarbamoyloxy-3-(2,2,2-trifluoroacetyl)-2,3,4,5-tetrahydro-1H-benzo[d]azepine). Isolated yield 91.1%. RXN SMILES: [Cl:1][C:2]1[CH:18]=[CH:17][C:5]2[CH2:6][CH2:7][N:8]([C:11](=[O:16])[C:12]([F:15])([F:14])[F:13])[CH2:9][CH2:10][C:4]=2[C:3]=1[OH:19].C([O-])([O-])=O.[K+].[K+].[CH3:26][N:27]([CH3:31])[C:28](Cl)=[S:29]>CC(C)=O.O.CN(C)C(Cl)=S>[Cl:1][C:2]1[CH:18]=[CH:17][C:5]2[CH2:6][CH2:7][N:8]([C:11](=[O:16])[C:12]([F:15])([F:13])[F:14])[CH2:9][CH2:10][C:4]=2[C:3]=1[O:19][C:28](=[S:29])[N:27]([CH3:31])[CH3:26] |f:1.2.3|. Reported procedure: Place 7-chloro-6-hydroxy-3-(2,2,2-trifluoroacetyl)-2,3,4,5-tetrahydro-1H-benzo[d]azepine (64.3 g, 219 mmol) in acetone (450 mL) and water (200 mL) with K2CO3 (91.8 g, 664 mmol) and dimethylthiocarbamoyl chloride (31.5 g, 255 mmol). Stir at ambient temperature for 1.25 h. Add additional dimethylthiocarbamoyl chloride (3 g, 24 mmol) and stir for an additional 1.75 h at ambient temperature. Add more dimethylthiocarbamoyl chloride (0.7 g, 5.7 mmol) and water (150 mL) to the mixture and stir for 0.5 ... The reactants are [N+](=O)([O-])C1=CC=C(C=C2CCN(CC2)C(=O)OC(C)(C)C)C=C1 (tert-Butyl 4-(4-nitrobenzylidene)piperidine-1-carboxylate). The solvent is ClCCl.FC(C(=O)O)(F)F (dichloromethane trifluoroacetic acid). Yields the product [N+](=O)([O-])C1=CC=C(C=C2CCNCC2)C=C1 (4-(4-Nitrobenzylidene)piperidine). Yield: 75.9%. Reaction SMILES: [N+:1]([C:4]1[CH:23]=[CH:22][C:7]([CH:8]=[C:9]2[CH2:14][CH2:13][N:12](C(OC(C)(C)C)=O)[CH2:11][CH2:10]2)=[CH:6][CH:5]=1)([O-:3])=[O:2]>ClCCl.FC(F)(F)C(O)=O>[N+:1]([C:4]1[CH:5]=[CH:6][C:7]([CH:8]=[C:9]2[CH2:10][CH2:11][NH:12][CH2:13][CH2:14]2)=[CH:22][CH:23]=1)([O-:3])=[O:2] |f:1.2|. Procedure details: tert-Butyl 4-(4-nitrobenzylidene)piperidine-1-carboxylate (31.4 mmol, 10 g) was stirred in a mixture of dichloromethane/trifluoroacetic acid for 3 hours. The reaction was concentrated under reduced pressure and water was added. Solid sodium hydrogen carbonate was added portionwise until no further gas was evolved. The aqueous mixture was extracted with ethyl acetate. The organic phase was dried (magnesium sulfate), filtered and concentrated under reduced pressure to give the title compound (5.2 ... Starting materials: COc1ccc(Cn2ccc(CCO)c([N+](=O)[O-])c2=O)cc1, CCOC(C)=O, O=S(=O)(Cl)c1ccccc1, c1ccncc1. The product is C=Cc1ccn(Cc2ccc(OC)cc2)c(=O)c1[N+](=O)[O-]. RXN SMILES: [CH3:1][O:2][c:3]1[cH:4][cH:5][c:6]([CH2:7][n:8]2[c:9](=[O:20])[c:10]([N+:17](=[O:18])[O-:19])[c:11]([CH2:14][CH2:15][OH:16])[cH:12][cH:13]2)[cH:21][cH:22]1.[CH3:39][CH2:40][O:41][C:42](=[O:43])[CH3:44].[c:23]1([S:24]([Cl:25])(=[O:26])=[O:27])[cH:28][cH:29][cH:30][cH:31][cH:32]1.[cH:33]1[cH:34][cH:35][n:36][cH:37][cH:38]1>>[CH3:1][O:2][c:3]1[cH:4][cH:5][c:6]([CH2:7][n:8]2[c:9](=[O:20])[c:10]([N+:17](=[O:18])[O-:19])[c:11]([CH:14]=[CH2:15])[cH:12][cH:13]2)[cH:21][cH:22]1. Reactants: ClC=1N=CC=2N(C(C3(CN(C2N1)C1CCCC1)CC3)=O)C (2′-chloro-9′-cyclopentyl-5′-methyl-8′,9′-dihydrospiro[cyclopropane-1,7′-pyrimido[5,4-b][1,4]diazepin]-6′(5′H)-one), ClC=1N=CC=2N(C(C3(CN(C2N1)C1CCCC1)CC3)=O)C (2′-chloro-9′-cyclopentyl-5′-methyl-8′,9′-dihydrospiro[cyclopropane-1,7′-pyrimido[5,4-b][1,4]diazepin]-6′(5′H)-one), NC1=CC=C(C2=C1OCO2)C(=O)NC2CCN(CC2)C (7-amino-N-(1-methyl-4-piperidyl)benzo[1,3]dioxole-4-carboxamide), NC1=CC=C(C2=C1OCO2)C(=O)NC2CCN(CC2)C (7-amino-N-(1-methyl-4-piperidyl)benzo[1,3]dioxole-4-carboxamide), O.C1(=CC=C(C=C1)S(=O)(=O)O)C (p-toluenesulphonic acid monohydrate). Run in CC(CC(C)O)C (4-methyl-2-pentanol). Reaction conditions: temperature 160 celsius. Product: C1(CCCC1)N1C2=C(N(C(C3(C1)CC3)=O)C)C=NC(=N2)NC2=CC=C(C3=C2OCO3)C(=O)NC3CCN(CC3)C (7-(9′-cyclopentyl-5′-methyl-6′-oxo-5′,6′,8′,9′-tetrahydrospiro[cyclopropane-1,7′-pyrimido[5,4-b][1,4]diazepine]-2′-ylamino)-N-(1-methyl-4-piperidyl)benzo[1,3]dioxole-4-carboxamide). As a reaction SMILES: Cl[C:2]1[N:3]=[CH:4][C:5]2[N:6]([CH3:21])[C:7](=[O:20])[C:8]3([CH2:19][CH2:18]3)[CH2:9][N:10]([CH:13]3[CH2:17][CH2:16][CH2:15][CH2:14]3)[C:11]=2[N:12]=1.[NH2:22][C:23]1[C:28]2[O:29][CH2:30][O:31][C:27]=2[C:26]([C:32]([NH:34][CH:35]2[CH2:40][CH2:39][N:38]([CH3:41])[CH2:37][CH2:36]2)=[O:33])=[CH:25][CH:24]=1.O.C1(C)C=CC(S(O)(=O)=O)=CC=1>CC(C)CC(O)C>[CH:13]1([N:10]2[CH2:9][C:8]3([CH2:19][CH2:18]3)[C:7](=[O:20])[N:6]([CH3:21])[C:5]3[CH:4]=[N:3][C:2]([NH:22][C:23]4[C:28]5[O:29][CH2:30][O:31][C:27]=5[C:26]([C:32]([NH:34][CH:35]5[CH2:40][CH2:39][N:38]([CH3:41])[CH2:37][CH2:36]5)=[O:33])=[CH:25][CH:24]=4)=[N:12][C:11]2=3)[CH2:17][CH2:16][CH2:15][CH2:14]1 |f:2.3|. Procedure details: To 2′-chloro-9′-cyclopentyl-5′-methyl-8′,9′-dihydrospiro[cyclopropane-1,7′-pyrimido[4,5-b][1,4]diazepin]-6′(5′H)-one (Intermediate 130; 108 mg, 0.35 mmol) and 7-amino-N-(1-methylpiperidin-4-yl)benzo[d][1,3]dioxole-4-carboxamide (Intermediate 223; 98 mg, 0.35 mmol) in 4-methyl-2-pentanol (3 mL) was added p-toluenesulphonic acid monohydrate (139 mg, 0.73 mmol) and the reaction mixture heated at 160° C. by microwave irradiation for 1 hour. The reactants are CCN=C=NCCCN(C)C (EDCI), OC(=O)C(F)(F)F.NCC(=O)NC1CN(C1)C1CCC(CC1)C1=CC=CC=C1 (2-Amino-N-[1-(4-phenyl-cyclohexyl)-azetidin-3-yl]-acetamide TFA salt), [N+](=O)([O-])C=1C=C(C=C(C(=O)O)C1)C(F)(F)F (5-nitro-3-trifluoromethyl-benzoic acid). The product is [N+](=O)([O-])C=1C=C(C(=O)NCC(NC2CN(C2)C2CCC(CC2)C2=CC=CC=C2)=O)C=C(C1)C(F)(F)F (3-Nitro-N-{[1-(4-phenyl-cyclohexyl)-azetidin-3-ylcarbamoyl]-methyl}-5-trifluoromethyl-benzamide). Reaction SMILES: CCN=C=NCCCN(C)C.OC(C(F)(F)F)=O.[NH2:19][CH2:20][C:21]([NH:23][CH:24]1[CH2:27][N:26]([CH:28]2[CH2:33][CH2:32][CH:31]([C:34]3[CH:39]=[CH:38][CH:37]=[CH:36][CH:35]=3)[CH2:30][CH2:29]2)[CH2:25]1)=[O:22].[N+:40]([C:43]1[CH:44]=[C:45]([C:52]([F:55])([F:54])[F:53])[CH:46]=[C:47]([CH:51]=1)[C:48](O)=[O:49])([O-:42])=[O:41]>>[N+:40]([C:43]1[CH:51]=[C:47]([CH:46]=[C:45]([C:52]([F:53])([F:54])[F:55])[CH:44]=1)[C:48]([NH:19][CH2:20][C:21](=[O:22])[NH:23][CH:24]1[CH2:27][N:26]([CH:28]2[CH2:33][CH2:32][CH:31]([C:34]3[CH:39]=[CH:38][CH:37]=[CH:36][CH:35]=3)[CH2:30][CH2:29]2)[CH2:25]1)=[O:49])([O-:42])=[O:41] |f:1.2|. Reported procedure: The title compound was prepared as a white solid from the EDCI coupling of 2-amino-N-[1-(4-phenyl-cyclohexyl)-azetidin-3-yl]-acetamide TFA salt (as prepared in Step D of Example 66) and 5-nitro-3-trifluoromethyl-benzoic acid (Aldrich) using the procedure described in Step F of Example 1. Starting materials: FC(C=1C=C(C=C(C1)C(F)(F)F)[C@@H]1[C@@H](N(C(O1)=O)CC1=C(C=CC(=C1)C(F)(F)F)C1=C(C=CC=C1)OC)C)(F)F ((4S,5R)-5-[3,5-bis(trifluoromethyl)phenyl]-3-{[2′-methoxy-4-(trifluoromethyl)biphenyl-2-yl]methyl}-4-methyl-1,3-oxazolidin-2-one), [N+](=O)(O)[O-] (HNO3), [N+](=O)(O)[O-] (HNO3). Solvent: CC(=O)O (HOAc). Conditions: time 45 minute. Product: FC(C=1C=C(C=C(C1)C(F)(F)F)[C@@H]1[C@@H](N(C(O1)=O)CC1=C(C=CC(=C1)C(F)(F)F)C1=C(C=CC(=C1)[N+](=O)[O-])OC)C)(F)F ((4S,5R)-5-[3,5-bis(trifluoromethyl)phenyl]-3-{[2′-methoxy-5′-nitro-4-(trifluoromethyl)biphenyl-2-yl]methyl}-4-methyl-1,3-oxazolidin-2-one). RXN SMILES: [F:1][C:2]([F:40])([F:39])[C:3]1[CH:4]=[C:5]([C@H:13]2[O:17][C:16](=[O:18])[N:15]([CH2:19][C:20]3[CH:25]=[C:24]([C:26]([F:29])([F:28])[F:27])[CH:23]=[CH:22][C:21]=3[C:30]3[CH:35]=[CH:34][CH:33]=[CH:32][C:31]=3[O:36][CH3:37])[C@H:14]2[CH3:38])[CH:6]=[C:7]([C:9]([F:12])([F:11])[F:10])[CH:8]=1.[N+:41]([O-])([OH:43])=[O:42]>CC(O)=O>[F:40][C:2]([F:1])([F:39])[C:3]1[CH:4]=[C:5]([C@H:13]2[O:17][C:16](=[O:18])[N:15]([CH2:19][C:20]3[CH:25]=[C:24]([C:26]([F:28])([F:29])[F:27])[CH:23]=[CH:22][C:21]=3[C:30]3[CH:35]=[C:34]([N+:41]([O-:43])=[O:42])[CH:33]=[CH:32][C:31]=3[O:36][CH3:37])[C@H:14]2[CH3:38])[CH:6]=[C:7]([C:9]([F:11])([F:10])[F:12])[CH:8]=1. Procedure details: To a solution of (4S,5R)-5-[3,5-bis(trifluoromethyl)phenyl]-3-{[2′-methoxy-4-(trifluoromethyl)biphenyl-2-yl]methyl}-4-methyl-1,3-oxazolidin-2-one (example 143) (159.4 mg, 0.276 mmol) in HOAc (5 mL) was added HNO3 (1.5 mL). After 45 minutes, additional HNO3 (1.5 mL) was added. 45 minutes later, the reaction was quenched by pouring into ice water (30 mL). The mixture was extracted with EtOAc (75 mL), and the organic layer was washed with 1 N NaOH, saturated NaHCO3, and brine (25 mL each). The orga... Reactants: ClC1=CC=C(C=C1)C=1NC(=C(C1)C1=CC=C(C=C1)Cl)C#N (2,4-bis(p-chlorophenyl)-5-cyanopyrrole), BrBr (bromine), C(C)(=O)[O-].[Na+] (sodium acetate). Solvent: C(C)(=O)O (acetic acid). Product: ClC1=CC=C(C=C1)C=1NC(=C(C1Br)C1=CC=C(C=C1)Cl)C#N (2,4-Bis(p-chlorophenyl)-3-bromo-5-cyanopyrrole). Yield: 44.0%. RXN SMILES: [Cl:1][C:2]1[CH:7]=[CH:6][C:5]([C:8]2[NH:9][C:10]([C:20]#[N:21])=[C:11]([C:13]3[CH:18]=[CH:17][C:16]([Cl:19])=[CH:15][CH:14]=3)[CH:12]=2)=[CH:4][CH:3]=1.[Br:22]Br.C([O-])(=O)C.[Na+]>C(O)(=O)C>[Cl:1][C:2]1[CH:7]=[CH:6][C:5]([C:8]2[NH:9][C:10]([C:20]#[N:21])=[C:11]([C:13]3[CH:18]=[CH:17][C:16]([Cl:19])=[CH:15][CH:14]=3)[C:12]=2[Br:22])=[CH:4][CH:3]=1 |f:2.3|. Procedure: Bromination of 2,4-bis(p-chlorophenyl)-5-cyanopyrrole is accomplished by treatment with 1 equivalent of bromine in acetic acid in the presence of anhydrous sodium acetate yields the desired product (0.47 g, yellow solid, 44% yield, mp 98°-100° C.